Dataset: the Open Reaction Database (ORD), a public repository of structured organic reaction records. Task: describe an organic reaction: reactants, conditions, products, and yield Starting materials: O (Water), BrC1=CC(=C(C=C1)O)OC (4-bromo-2-methoxyphenol), C(C)C(C1=CC=CC=C1)Cl (ethylbenzyl chloride), C(=O)([O-])[O-].[K+].[K+] (K2CO3). Solvent: CN(C)C=O (DMF). Reaction conditions: temperature 80 celsius, time 1 hour. The product is BrC1=CC(=C(C=C1)OCC1=CC=C(C=C1)CC)OC (4-Bromo-1-(4-ethylbenzyloxy)-2-methoxybenzene). Yield: 99.3%. Reaction SMILES: [Br:1][C:2]1[CH:7]=[CH:6][C:5]([OH:8])=[C:4]([O:9][CH3:10])[CH:3]=1.[CH2:11]([CH:13](Cl)[C:14]1[CH:19]=[CH:18][CH:17]=[CH:16][CH:15]=1)C.[C:21]([O-])([O-])=O.[K+].[K+].O>CN(C=O)C>[Br:1][C:2]1[CH:7]=[CH:6][C:5]([O:8][CH2:21][C:17]2[CH:16]=[CH:15][C:14]([CH2:13][CH3:11])=[CH:19][CH:18]=2)=[C:4]([O:9][CH3:10])[CH:3]=1 |f:2.3.4|. Procedure: To a solution of 4-bromo-2-methoxyphenol (7.0 g) and ethylbenzyl chloride (5.6 g) in DMF (35 mL) was added K2CO3 (5.7 g). The reaction mixture was stirred at 80° C. for 1 hr. Water was added to the reaction mixture. The precipitated solid was collected on a filter and dried to give the title compound (11 g, 99%). Reactants: FC=1C=CC2=C(SC3=C(C(C2)N2CCNCC2)C=C(C=C3)C(C)C)C1 (3-fluoro-8-isopropyl-10-piperazino-10,11-dihydrodibenzo(b,f)thiepin), FC1=CC=C(OCC(=O)Cl)C=C1 (4-fluorophenoxyacetyl chloride). The solvent is C(Cl)(Cl)Cl (chloroform), C(Cl)(Cl)Cl (chloroform). Run at time 12 hour. Product: FC=1C=CC2=C(SC3=C(C(C2)N2CCN(CC2)CCOC2=CC=C(C=C2)F)C=C(C=C3)C(C)C)C1 (3-fluoro-10-(4-[2-(4-fluorophenoxy)ethyl]piperazino)-8-isopropyl-10,11-dihydrodibenzo(b,f)thiepin). RXN SMILES: [F:1][C:2]1[CH:3]=[CH:4][C:5]2[CH2:11][CH:10]([N:12]3[CH2:17][CH2:16][NH:15][CH2:14][CH2:13]3)[C:9]3[CH:18]=[C:19]([CH:22]([CH3:24])[CH3:23])[CH:20]=[CH:21][C:8]=3[S:7][C:6]=2[CH:25]=1.[F:26][C:27]1[CH:37]=[CH:36][C:30]([O:31][CH2:32][C:33](Cl)=O)=[CH:29][CH:28]=1>C(Cl)(Cl)Cl>[F:1][C:2]1[CH:3]=[CH:4][C:5]2[CH2:11][CH:10]([N:12]3[CH2:13][CH2:14][N:15]([CH2:33][CH2:32][O:31][C:30]4[CH:36]=[CH:37][C:27]([F:26])=[CH:28][CH:29]=4)[CH2:16][CH2:17]3)[C:9]3[CH:18]=[C:19]([CH:22]([CH3:23])[CH3:24])[CH:20]=[CH:21][C:8]=3[S:7][C:6]=2[CH:25]=1. Procedure: A solution of 2.6 g of 3-fluoro-8-isopropyl-10-piperazino-10,11-dihydrodibenzo(b,f)thiepin in 15 ml of chloroform was stirred and treated dropwise with 1.7 g of 4-fluorophenoxyacetyl chloride and the mixture allowed to stand for 12 hours. It was then diluted with chloroform, washed with a 5% sodium hydroxide solution and water, dried with potassium carbonate, filtered and evaporated. The oily residue (3.7 g, 100%) was the crude 3-fluoro-10-[4-(4-fluorophenoxyacetyl)-piperazino]-8-isopropyl-10,11... Starting materials: CS(=O)(=O)c1ccc(-c2c[nH]c(Cc3ccc(Br)cc3)n2)cc1, O=[N+]([O-])c1ccc(F)cc1. The product is CS(=O)(=O)c1ccc(-c2cn(-c3ccc([N+](=O)[O-])cc3)c(Cc3ccc(Br)cc3)n2)cc1. As a reaction SMILES: [Br:1][c:2]1[cH:3][cH:4][c:5]([CH2:6][c:7]2[nH:8][cH:9][c:10](-[c:12]3[cH:13][cH:14][c:15]([S:18](=[O:19])(=[O:20])[CH3:21])[cH:16][cH:17]3)[n:11]2)[cH:22][cH:23]1.[F:24][c:25]1[cH:26][cH:27][c:28]([N+:31](=[O:32])[O-:33])[cH:29][cH:30]1>>[Br:1][c:2]1[cH:3][cH:4][c:5]([CH2:6][c:7]2[n:8](-[c:25]3[cH:26][cH:27][c:28]([N+:31](=[O:32])[O-:33])[cH:29][cH:30]3)[cH:9][c:10](-[c:12]3[cH:13][cH:14][c:15]([S:18](=[O:19])(=[O:20])[CH3:21])[cH:16][cH:17]3)[n:11]2)[cH:22][cH:23]1. Reaction conditions: time 5 hour. Reaction SMILES: [CH3:1][NH:2][C:3]1[C:8]([NH2:9])=[CH:7][C:6]([C:10]([F:13])([F:12])[F:11])=[CH:5][N:4]=1.[CH2:14]([S:16][C:17]1[C:22]([C:23](O)=[O:24])=[CH:21][N:20]=[C:19]([C:26]([F:29])([F:28])[F:27])[CH:18]=1)[CH3:15].CCN=C=NCCCN(C)C.Cl.C1C=CC2N(O)N=NC=2C=1>O.N1C=CC=CC=1>[CH3:1][NH:2][C:3]1[C:8]([NH:9][C:23]([C:22]2[CH:21]=[N:20][C:19]([C:26]([F:28])([F:29])[F:27])=[CH:18][C:17]=2[S:16][CH2:14][CH3:15])=[O:24])=[CH:7][C:6]([C:10]([F:13])([F:11])[F:12])=[CH:5][N:4]=1 |f:2.3|. Reported procedure: A mixture of 428 mg of N2-methyl-5-trifluoromethylpyridine-2,3-diamine, 562 mg of 4-ethylsulfanyl-6-trifluoromethylnicotinic acid, 645 mg of EDCI hydrochloride, 30 mg of HOBt and 2.5 ml of pyridine was stirred at room temperature for 5 hours, then allowed to stand at room temperature overnight. Water was poured to the reaction mixture, and the precipitated solid was filtered. The resulting solid was washed with water and n-hexane and then dried to obtain 786 mg of 4-ethylsulfanyl-6-trifluorometh... Solvent: N1=CC=CC=C1 (pyridine), O (Water). Starting materials: CNC1=NC=C(C=C1N)C(F)(F)F (N2-methyl-5-trifluoromethylpyridine-2,3-diamine), C(C)SC1=CC(=NC=C1C(=O)O)C(F)(F)F (4-ethylsulfanyl-6-trifluoromethylnicotinic acid), CCN=C=NCCCN(C)C.Cl (EDCI hydrochloride), C=1C=CC2=C(C1)N=NN2O (HOBt). The product is CNC1=NC=C(C=C1NC(=O)C=1C=NC(=CC1SCC)C(F)(F)F)C(F)(F)F (4-ethylsulfanyl-6-trifluoromethylpyridine-3-carboxylic acid (2-methylamino-5-trifluoromethylpyridin-3-yl)-amide). Isolated yield 82.8%. Starting materials: FC1=CC=C(C=C1)[N+](=O)[O-] (4-fluoronitrobenzene), water ice, 2.01, C(=O)(OC(C)(C)C)N1CCC(CC1)O (N-Boc4-hydroxypiperidine), OC1CCNCC1 (4-hydroxypiperidine). The solvent is C1CCOC1 (THF), C1CCOC1 (THF), C1CCOC1 (THF). Run at temperature 23 celsius, time 30 minute. The product is [N+](=O)([O-])C1=CC=C(OC2CCN(CC2)C(=O)OC(C)(C)C)C=C1 (1,1-dimethylethyl 4-(4-nitrophenoxy)-1-piperidinecarboxylate). Yield: 47.0%. As a reaction SMILES: [C:1]([N:8]1[CH2:13][CH2:12][CH:11]([OH:14])[CH2:10][CH2:9]1)([O:3][C:4]([CH3:7])([CH3:6])[CH3:5])=[O:2].OC1CCNCC1.F[C:23]1[CH:28]=[CH:27][C:26]([N+:29]([O-:31])=[O:30])=[CH:25][CH:24]=1>C1COCC1>[N+:29]([C:26]1[CH:27]=[CH:28][C:23]([O:14][CH:11]2[CH2:12][CH2:13][N:8]([C:1]([O:3][C:4]([CH3:7])([CH3:6])[CH3:5])=[O:2])[CH2:9][CH2:10]2)=[CH:24][CH:25]=1)([O-:31])=[O:30]. Procedure details: A solution of 2.01 (10 mmol) of N-Boc4-hydroxypiperidine (prepared in a standard fashion starting from commercial 4-hydroxypiperidine) in 10 ml of dry THF is added dropwise to a solution of 1.23 g (11 mmol) of tBuO K+in 10 ml of dry THF in a three necked flask, under an inert atmosphere, cooled by an ice bath. After agitation for 30 minutes at 0° C., a solution of 1.06 ml (10 mmol) of 4-fluoronitrobenzene in 10 ml of dry THF is added dropwise. The reaction mixture is agitated for 5 hours at 23° ... Reactants: NC1=NC=NC2=CC=C(C=C12)Cl (4-amino-6-chloroquinazoline), C(C)OC=C(C(=O)OCC)C(=O)OCC (diethyl ethoxymethylenepropanedioate), O (water). Solvent: CN(C=O)C (N,N-dimethylformamide). Run at temperature 150 celsius, time 40 minute. Product: ClC=1C=C2C(=NC=NC2=CC1)NC=C(C(=O)OCC)C(=O)OCC (diethyl [(6-chloro-4-quinazolinylamino)methylene]propanedioate). Yield: 79.6%. As a reaction SMILES: [NH2:1][C:2]1[C:11]2[C:6](=[CH:7][CH:8]=[C:9]([Cl:12])[CH:10]=2)[N:5]=[CH:4][N:3]=1.C(O[CH:16]=[C:17]([C:23]([O:25][CH2:26][CH3:27])=[O:24])[C:18]([O:20][CH2:21][CH3:22])=[O:19])C.O>CN(C)C=O>[Cl:12][C:9]1[CH:10]=[C:11]2[C:6](=[CH:7][CH:8]=1)[N:5]=[CH:4][N:3]=[C:2]2[NH:1][CH:16]=[C:17]([C:18]([O:20][CH2:21][CH3:22])=[O:19])[C:23]([O:25][CH2:26][CH3:27])=[O:24]. Procedure: A mixture of 4-amino-6-chloroquinazoline (8.7 g) and diethyl ethoxymethylenepropanedioate (11.53 g) in N,N-dimethylformamide (25 ml) was stirred for 2 hours and 40 minutes at 150° C. After the reaction mixture was cooled to ambient temperature, to the mixture was added water with stirring to give crystals, which were washed with water, dried under reduced pressure and dissolved in ethyl acetate under heating. Insoluble materials were filtered off. To the filtrate was added hexane and allowed to ...